From a dataset of the Open Reaction Database (ORD), a public repository of structured organic reaction records. describe an organic reaction: reactants, conditions, products, and yield Reactants: CC(C)(C)[O-], CS(C)=O, Cl, N#Cc1ccccc1F, [K+], Nn1cnnc1, O. Product: N#Cc1ccccc1Nn1cnnc1. Reaction SMILES: [CH3:1][C:2]([CH3:3])([O-:4])[CH3:5].[CH3:23][S:24]([CH3:25])=[O:26].[ClH:22].[F:13][c:14]1[c:15]([C:16]#[N:17])[cH:18][cH:19][cH:20][cH:21]1.[K+:6].[NH2:7][n:8]1[cH:9][n:10][n:11][cH:12]1.[OH2:27]>>[NH:7]([n:8]1[cH:9][n:10][n:11][cH:12]1)[c:14]1[c:15]([C:16]#[N:17])[cH:18][cH:19][cH:20][cH:21]1. Starting materials: ClC=1C(=NN(C1C)C(C(=O)O)CC)C(F)(F)F (2-(4-chloro-5-methyl-3-(trifluoromethyl)-1H-pyrazol-1-yl)butanoic acid), FC1=CC=C(C=C1)N1N=CC=2NCCCC21 (1-(4-fluorophenyl)-4,5,6,7-tetrahydro-1H-pyrazolo[4,3-b]pyridine). Yields the product ClC=1C(=NN(C1C)C(C(=O)N1C2=C(CCC1)N(N=C2)C2=CC=C(C=C2)F)CC)C(F)(F)F (2-(4-chloro-5-methyl-3-(trifluoromethyl)-1H-pyrazol-1-yl)-1-(1-(4-fluorophenyl)-6,7-dihydro-1H-pyrazolo[4,3-b]pyridin-4(5H)-yl)butan-1-one). Yield: 69.0%. RXN SMILES: [Cl:1][C:2]1[C:3]([C:14]([F:17])([F:16])[F:15])=[N:4][N:5]([CH:8]([CH2:12][CH3:13])[C:9]([OH:11])=O)[C:6]=1[CH3:7].[F:18][C:19]1[CH:24]=[CH:23][C:22]([N:25]2[C:33]3[CH2:32][CH2:31][CH2:30][NH:29][C:28]=3[CH:27]=[N:26]2)=[CH:21][CH:20]=1>>[Cl:1][C:2]1[C:3]([C:14]([F:17])([F:16])[F:15])=[N:4][N:5]([CH:8]([CH2:12][CH3:13])[C:9]([N:29]2[CH2:30][CH2:31][CH2:32][C:33]3[N:25]([C:22]4[CH:23]=[CH:24][C:19]([F:18])=[CH:20][CH:21]=4)[N:26]=[CH:27][C:28]2=3)=[O:11])[C:6]=1[CH3:7]. Reported procedure: The title compound was prepared from 2-(4-chloro-5-methyl-3-(trifluoromethyl)-1H-pyrazol-1-yl)butanoic acid and 1-(4-fluorophenyl)-4,5,6,7-tetrahydro-1H-pyrazolo[4,3-b]pyridine using General Method B. The product mixture was washed with 2×1 M NaHSO4. The reaction slurry was purified by flash chromatography (SiO2, 24 g column, eluting with 5-50% EtOAc in hexanes) to provide 81 mg (69%) of the title compound as a white solid. 1H NMR (400 MHz, CDCl3) δ 8.43 (s, 1H), 7.44 (m, 2H), 7.16 (m, 2H), 5.30... The reactants are C([O-])([O-])=O (carbonate), ClC1=NC=C(C(=N1)NC1=C(C(=O)NC)C=CC=C1)Cl (2-(2,5-Dichloro-pyrimidin-4-ylamino)-N-methyl-benzamide), NC1=CC2=C(N(C(CCC2)=O)CC)C=C1OC (7-Amino-1-ethyl-8-methoxy-1,3,4,5-tetrahydro-benzo[b]azepin-2-one), Cl (Hydrogen chloride), COCCO (2-Methoxyethanol). Run in O1CCOCC1 (1,4-Dioxane), CCOC(=O)C (EtOAc). Conditions: temperature 110 celsius, time 30 minute. The product is ClC=1C(=NC(=NC1)NC1=CC2=C(N(C(CCC2)=O)CC)C=C1OC)NC1=C(C(=O)NC)C=CC=C1 (2-[5-Chloro-2-(1-ethyl-8-methoxy-2-oxo-2,3,4,5-tetrahydro-1H-benzo[b]azepin-7-ylamino)-pyrimidin-4-ylamino]-N-methyl-benzamide). Isolated yield 21.2%. Reaction SMILES: Cl[C:2]1[N:7]=[C:6]([NH:8][C:9]2[CH:18]=[CH:17][CH:16]=[CH:15][C:10]=2[C:11]([NH:13][CH3:14])=[O:12])[C:5]([Cl:19])=[CH:4][N:3]=1.[NH2:20][C:21]1[C:34]([O:35][CH3:36])=[CH:33][C:24]2[N:25]([CH2:31][CH3:32])[C:26](=[O:30])[CH2:27][CH2:28][CH2:29][C:23]=2[CH:22]=1.Cl.COCCO.C(=O)([O-])[O-]>O1CCOCC1.CCOC(C)=O>[Cl:19][C:5]1[C:6]([NH:8][C:9]2[CH:18]=[CH:17][CH:16]=[CH:15][C:10]=2[C:11]([NH:13][CH3:14])=[O:12])=[N:7][C:2]([NH:20][C:21]2[C:34]([O:35][CH3:36])=[CH:33][C:24]3[N:25]([CH2:31][CH3:32])[C:26](=[O:30])[CH2:27][CH2:28][CH2:29][C:23]=3[CH:22]=2)=[N:3][CH:4]=1. Procedure: 2-(2,5-Dichloro-pyrimidin-4-ylamino)-N-methyl-benzamide (100 mg, 0.4 mmol), and 7-Amino-1-ethyl-8-methoxy-1,3,4,5-tetrahydro-benzo[b]azepin-2-one (104 mg, 0.444 mmol), 4 M of Hydrogen chloride in 1,4-Dioxane (100 uL), 2-Methoxyethanol (4.5 mL, 57 mmol;) were charged into Radley tube. Heat 110° C. for about 3 hours, cooled to room temperature. The mixture was treated with excess MP-carbonate and stirred 30 min. Filtration followed by concentration gave a yellow film. Treatment with EtOAc and soni... The reactants are BrC1=CSC2=C1C=CC=C2 (3-bromobenzothiophene), CI (methyl iodide), [Mg] (magnesium), C(=O)=O (carbon dioxide), Cl (hydrochloric acid). Run in CCOCC (ether), CCOCC (ether), C1(=CC=CC=C1)C (toluene). The product is S1C=C(C2=C1C=CC=C2)C(=O)O (benzothiophene-3-carboxylic acid). Isolated yield 44.0%. Reaction SMILES: Br[C:2]1[C:6]2[CH:7]=[CH:8][CH:9]=[CH:10][C:5]=2[S:4][CH:3]=1.CI.[Mg].[C:14](=[O:16])=[O:15].Cl>CCOCC.C1(C)C=CC=CC=1>[S:4]1[C:5]2[CH:10]=[CH:9][CH:8]=[CH:7][C:6]=2[C:2]([C:14]([OH:16])=[O:15])=[CH:3]1. Procedure details: A solution of 3-bromobenzothiophene (0.40 mole, (D15)) and methyl iodide (25 ml, 0.40 mole) in dry ether (400 ml) was added to a stirred mixture of magnesium turnings (24 g, 1.0 mole) and dry ether (100 ml) under nitrogen, at such a rate as to maintain a steady reflux. After the addition was complete, the reaction mixture was heated under reflux for 30 minutes and then allowed to cool to room temperature. The solution was diluted with dry toluene (500 ml) and stirred vigorously as dry carbon dio...